Dataset: the Open Reaction Database (ORD), a public repository of structured organic reaction records. Task: describe an organic reaction: reactants, conditions, products, and yield Reactants: C[Mg]Br (methylmagnesium bromide), FC=1C=C(C=CC1CC=1C(N(C=2N(C1CCC)N=CN2)[C@@H]2CC[C@H](CC2)O[C@@H]2COCC2=O)=O)C=2C(=CC=CC2)C#N (3′-Fluoro-4′-{[5-oxo-4-(trans-4-{[(3R)-4-oxotetrahydrofuran-3-yl]oxy}cyclohexyl)-7-propyl-4,5-dihydro[1,2,4]triazolo[1,5-a]pyrimidin-6-yl]methyl}biphenyl-2-carbonitrile), [Cl-].[NH4+] (ammonium chloride). Solvent: O1CCCC1 (tetrahydrofuran). Run at time 3 hour. The product is FC=1C=C(C=CC1CC=1C(N(C=2N(C1CCC)N=CN2)[C@@H]2CC[C@H](CC2)OC2COCC2(C)O)=O)C=2C(=CC=CC2)C#N (3′-fluoro-4′-[(4-{trans-4-[(4-hydroxy-4-methyltetrahydrofuran-3-yl)oxy]cyclohexyl}-5-oxo-7-propyl-4,5-dihydro[1,2,4]triazolo[1,5-a]pyrimidin-6-yl)methyl]biphenyl-2-carbonitrile). Yield: 42.0%. As a reaction SMILES: [F:1][C:2]1[CH:3]=[C:4]([C:35]2[C:36]([C:41]#[N:42])=[CH:37][CH:38]=[CH:39][CH:40]=2)[CH:5]=[CH:6][C:7]=1[CH2:8][C:9]1[C:10](=[O:34])[N:11]([C@H:21]2[CH2:26][CH2:25][C@H:24]([O:27][C@H:28]3[C:32](=[O:33])[CH2:31][O:30][CH2:29]3)[CH2:23][CH2:22]2)[C:12]2[N:13]([N:18]=[CH:19][N:20]=2)[C:14]=1[CH2:15][CH2:16][CH3:17].[CH3:43][Mg]Br.[Cl-].[NH4+]>O1CCCC1>[F:1][C:2]1[CH:3]=[C:4]([C:35]2[C:36]([C:41]#[N:42])=[CH:37][CH:38]=[CH:39][CH:40]=2)[CH:5]=[CH:6][C:7]=1[CH2:8][C:9]1[C:10](=[O:34])[N:11]([C@H:21]2[CH2:22][CH2:23][C@H:24]([O:27][CH:28]3[C:32]([OH:33])([CH3:43])[CH2:31][O:30][CH2:29]3)[CH2:25][CH2:26]2)[C:12]2[N:13]([N:18]=[CH:19][N:20]=2)[C:14]=1[CH2:15][CH2:16][CH3:17] |f:2.3|. Procedure details: 3′-Fluoro-4′-{[5-oxo-4-(trans-4-{[(3R)-4-oxotetrahydrofuran-3-yl]oxy}cyclohexyl)-7-propyl-4,5-dihydro[1,2,4]triazolo[1,5-a]pyrimidin-6-yl]methyl}biphenyl-2-carbonitrile (0.18 g) was dissolved in tetrahydrofuran (10 mL), and methylmagnesium bromide (1.0 M tetrahydrofuran solution, 0.95 mL) was added at room temperature. The reaction mixture was stirred for 3 hr, saturated aqueous ammonium chloride solution was added to the reaction mixture, and the mixture was extracted with ethyl acetate. The ob... Starting materials: CC(C)(C)c1ccc(N)cc1, CC(=O)OC(C)=O, CC(=O)O, O. Yields the product CC(=O)Nc1ccc(C(C)(C)C)cc1. RXN SMILES: [C:1]([CH3:2])([CH3:3])([CH3:4])[c:5]1[cH:6][cH:7][c:8]([NH2:9])[cH:10][cH:11]1.[CH3:12][C:13](=[O:14])[O:15][C:16](=[O:17])[CH3:18].[CH3:20][C:21](=[O:22])[OH:23].[OH2:19]>>[C:1]([CH3:2])([CH3:3])([CH3:4])[c:5]1[cH:6][cH:7][c:8]([NH:9][C:13]([CH3:12])=[O:14])[cH:10][cH:11]1. Reactants: OC1=CC=C(CN2CCCC2)C=C1 (4-hydroxybenzyl-pyrrolidine), BrC1=CC=C(CCl)C=C1 (4-bromo-benzylchloride). Run in C(C)O (ethanol). Product: BrC1=CC=C(COC2=CC=C(CN3CCCC3)C=C2)C=C1 (1-[4-(4-Bromo-benzyloxy)-benzyl]-pyrrolidine). Yield: 57.9%. RXN SMILES: [OH:1][C:2]1[CH:13]=[CH:12][C:5]([CH2:6][N:7]2[CH2:11][CH2:10][CH2:9][CH2:8]2)=[CH:4][CH:3]=1.[Br:14][C:15]1[CH:22]=[CH:21][C:18]([CH2:19]Cl)=[CH:17][CH:16]=1>C(O)C>[Br:14][C:15]1[CH:22]=[CH:21][C:18]([CH2:19][O:1][C:2]2[CH:13]=[CH:12][C:5]([CH2:6][N:7]3[CH2:11][CH2:10][CH2:9][CH2:8]3)=[CH:4][CH:3]=2)=[CH:17][CH:16]=1. Procedure details: The mixture of 4-hydroxybenzyl-pyrrolidine (177 mg), 4-bromo-benzylchloride (205 mg), and t-Bu3ONa (192 mg) in ethanol (10 mL) was heated at 80° C. for overnight. Concentration and preparative TLC provided the title compound (200 mg). 1H NMR (400 MHz, CDCI3)δ7.50 (d, J=6.5 Hz, 2 H), 7.32 (d, J=6.5 Hz, 2 H), 7.25 (d, J=6.5 Hz, 2 H), 6.90 (d, J=6.5 Hz, 2 H), 2.84 (s, 2 H), 2.50 (m, 4 H), 1.42 (m, 4 H). The reactants are ClC=1C=C(C=CC1Cl)/C=C/C(=O)O ((2E)-3-(3,4-dichlorophenyl)prop-2-enoic acid), CN(C)C=O (DMF), C(C(=O)Cl)(=O)Cl (oxalyl chloride). Solvent: C1CCOC1 (THF). Reaction conditions: time 45 minute. Product: C(C1=CC=CC=C1)[C@H]1N(C(OC1)=O)C(\C=C\C1=CC(=C(C=C1)Cl)Cl)=O ((4R)-4-benzyl-3-[(2E)-3-(3,4-dichlorophenyl)prop-2-enoyl]-1,3-oxazolidin-2-one). Isolated yield 49.0%. RXN SMILES: [Cl:1][C:2]1[CH:3]=[C:4](/[CH:9]=[CH:10]/[C:11]([OH:13])=O)[CH:5]=[CH:6][C:7]=1[Cl:8].C[N:15]([CH:17]=[O:18])[CH3:16].[C:19](Cl)(=[O:23])C(Cl)=O>C1COCC1>[CH2:9]([C@@H:16]1[CH2:19][O:23][C:17](=[O:18])[N:15]1[C:11](=[O:13])/[CH:10]=[CH:9]/[C:4]1[CH:5]=[CH:6][C:7]([Cl:8])=[C:2]([Cl:1])[CH:3]=1)[C:4]1[CH:5]=[CH:6][CH:7]=[CH:2][CH:3]=1. Reported procedure: To a solution of (2E)-3-(3,4-dichlorophenyl)prop-2-enoic acid (5.0 g) and DMF (178 μL) in THF (115 mL) was added oxalyl chloride (3.98 mL) at room temperature, and the mixture was stirred for 45 min. The reaction mixture was concentrated under reduced pressure, and the residue was dissolved in THF (13.8 mL). The THF solution was added dropwise to a solution of (4R)-4-benzyl-1,3-oxazolidin-2-one (4.48 g), triethylamine (15.9 mL) and LiCl (4.87 g) in THF (115 mL) at 0° C., and the mixture was stir... Starting materials: O=C([O-])[O-], CCCC[N+](CCCC)(CCCC)CCCC, CN(C)C=O, O=Cc1ccccc1F, [I-], [K+], [K+], OCC1CCCNC1, O. The product is O=Cc1ccccc1N1CCCC(CO)C1. RXN SMILES: [C:10](=[O:11])([O-:12])[O-:13].[CH2:26]([N+:27]([CH2:28][CH2:29][CH2:30][CH3:31])([CH2:32][CH2:33][CH2:34][CH3:35])[CH2:36][CH2:37][CH2:38][CH3:39])[CH2:40][CH2:41][CH3:42].[CH3:43][N:44]([CH3:45])[CH:46]=[O:47].[F:1][c:2]1[c:3]([CH:4]=[O:5])[cH:6][cH:7][cH:8][cH:9]1.[I-:25].[K+:14].[K+:15].[NH:16]1[CH2:17][CH:18]([CH2:22][OH:23])[CH2:19][CH2:20][CH2:21]1.[OH2:24]>>[c:2]1([N:16]2[CH2:17][CH:18]([CH2:22][OH:23])[CH2:19][CH2:20][CH2:21]2)[c:3]([CH:4]=[O:5])[cH:6][cH:7][cH:8][cH:9]1. RXN SMILES: [NH2:1][C:2]1[C:6]([C:7]([O:9][CH3:10])=[O:8])=[C:5]([CH3:11])[NH:4][N:3]=1.CN(C)[CH:14]=[CH:15][C:16]([C:18]1[CH:23]=[CH:22][CH:21]=[C:20]([C:24]([F:27])([F:26])[F:25])[CH:19]=1)=O>>[CH3:11][C:5]1[C:6]([C:7]([O:9][CH3:10])=[O:8])=[C:2]2[N:1]=[CH:14][CH:15]=[C:16]([C:18]3[CH:19]=[C:20]([C:24]([F:25])([F:26])[F:27])[CH:21]=[CH:22][CH:23]=3)[N:3]2[N:4]=1. Procedure details: As for Example 1, methyl 3-amino-5-methylpyrazole-4-carboxylate is reacted with 3-dimethylamino-3'-(trifluoromethyl)acrylophenone to give the product as crystals, m.p. 177°-179° C. The product is CC1=NN2C(N=CC=C2C=2C=C(C=CC2)C(F)(F)F)=C1C(=O)OC (Methyl 2-methyl-7-(α,α,α-trifluoro-m-tolyl)pyrazolo[1,5-a]pyrimidine-3-carboxylate). Starting materials: NC1=NNC(=C1C(=O)OC)C (methyl 3-amino-5-methylpyrazole-4-carboxylate), CN(C=CC(=O)C1=CC(=CC=C1)C(F)(F)F)C (3-dimethylamino-3'-(trifluoromethyl)acrylophenone).